This data is from the Open Reaction Database (ORD), a public repository of structured organic reaction records. The task is: describe an organic reaction: reactants, conditions, products, and yield Reactants: IC1=CNC=2N=CN=C(C21)OCCOC (5-iodo-4-(2-methoxy-ethoxy)-7H-pyrrolo[2,3-d]pyrimidine), [H-].[Na+] (sodium hydride), O (water), C1(=CC=CC=C1)S(=O)(=O)Cl (benzenesulfonyl chloride). The solvent is O1CCCC1 (tetrahydrofuran). Reaction conditions: time 20 minute. Product: C1(=CC=CC=C1)S(=O)(=O)N1C=C(C2=C1N=CN=C2OCCOC)I (7-benzenesulfonyl-5-iodo-4-(2-methoxy-ethoxy)-7H-pyrrolo[2,3-d]pyrimidine). Isolated yield 85.2%. As a reaction SMILES: [I:1][C:2]1[C:10]2[C:9]([O:11][CH2:12][CH2:13][O:14][CH3:15])=[N:8][CH:7]=[N:6][C:5]=2[NH:4][CH:3]=1.[H-].[Na+].[C:18]1([S:24](Cl)(=[O:26])=[O:25])[CH:23]=[CH:22][CH:21]=[CH:20][CH:19]=1.O>O1CCCC1>[C:18]1([S:24]([N:4]2[C:5]3[N:6]=[CH:7][N:8]=[C:9]([O:11][CH2:12][CH2:13][O:14][CH3:15])[C:10]=3[C:2]([I:1])=[CH:3]2)(=[O:26])=[O:25])[CH:23]=[CH:22][CH:21]=[CH:20][CH:19]=1 |f:1.2|. Procedure details: To 5-iodo-4-(2-methoxy-ethoxy)-7H-pyrrolo[2,3-d]pyrimidine (25, 3.67 g, 11.5 mmol) in 60.0 mL of tetrahydrofuran under an atmosphere of nitrogen, sodium hydride (506.0 mg, 12.65 mmol) is added. The reaction is stirred at room temperature for 20 minutes, then benzenesulfonyl chloride (26, 1.614 mL, 12.65 mmol) is added. The reaction is stirred at room temperature for 30 minutes, then poured into water and extracted with ethyl acetate. The organic layer is dried over sodium sulfate, filtered and t... The reactants are CN(c1ccccc1)S(=O)(=O)c1ncccc1CO, ClC(Cl)Cl. The product is CN(c1ccccc1)S(=O)(=O)c1ncccc1C=O. Reaction SMILES: [CH3:1][N:2]([S:3](=[O:4])(=[O:5])[c:6]1[n:7][cH:8][cH:9][cH:10][c:11]1[CH2:12][OH:13])[c:14]1[cH:15][cH:16][cH:17][cH:18][cH:19]1.[CH:20]([Cl:21])([Cl:22])[Cl:23]>>[CH3:1][N:2]([S:3](=[O:4])(=[O:5])[c:6]1[n:7][cH:8][cH:9][cH:10][c:11]1[CH:12]=[O:13])[c:14]1[cH:15][cH:16][cH:17][cH:18][cH:19]1. Reactants: NC=1N(N=C2C1C(NC=1C=CC=CC21)=O)C=2C=C(C(=O)OC)C=CC2 (methyl 3-(3-amino-4-oxo-4,5-dihydro-2H-pyrazolo[4,3-c]quinolin-2-yl)benzoate), Cl (hydrochloric acid), [OH-].[Na+] (sodium hydroxide), CO (methanol). The solvent is O (water), O1CCCC1 (tetrahydrofuran). Yields the product NC=1N(N=C2C1C(NC=1C=CC=CC21)=O)C=2C=C(C(=O)O)C=CC2 (3-(3-amino-4-oxo-4,5-dihydro-2H-pyrazolo[4,3-c]quinolin-2-yl)benzoic acid). Yield: 82.2%. Reaction SMILES: [NH2:1][C:2]1[N:3]([C:16]2[CH:17]=[C:18]([CH:23]=[CH:24][CH:25]=2)[C:19]([O:21]C)=[O:20])[N:4]=[C:5]2[C:14]3[CH:13]=[CH:12][CH:11]=[CH:10][C:9]=3[NH:8][C:7](=[O:15])[C:6]=12.[OH-].[Na+].CO.Cl>O.O1CCCC1>[NH2:1][C:2]1[N:3]([C:16]2[CH:17]=[C:18]([CH:23]=[CH:24][CH:25]=2)[C:19]([OH:21])=[O:20])[N:4]=[C:5]2[C:14]3[CH:13]=[CH:12][CH:11]=[CH:10][C:9]=3[NH:8][C:7](=[O:15])[C:6]=12 |f:1.2|. Reported procedure: A mixture of methyl 3-(3-amino-4-oxo-4,5-dihydro-2H-pyrazolo[4,3-c]quinolin-2-yl)benzoate (80 mg), an 1N aqueous sodium hydroxide solution (0.5 ml), methanol (5 ml), tetrahydrofuran (5 ml) and water (2.5 ml) was stirred at 50° C. for 1 hour. The reaction mixture was neutralized with 1N hydrochloric acid. The precipitated solid was collected by filtration, washed with water, and dried to obtain the target compound (63 mg). Starting materials: [N+](=O)([O-])C=1N=C2O[C@H](CCN2C1)COC1=CC=C(C=C1)N1CCC(CC1)=O (1-[4-((R)-2-Nitro-6,7-dihydro-5H-imidazo[2,1-b][1,3]oxazin-7-ylmethoxy)phenyl]piperidin-4-one), FC(OC1=CC=C(OC2=CC=C(C=C2)N)C=C1)(F)F (4-(4-trifluoromethoxyphenoxy)phenylamine), C(C)(=O)O[BH-](OC(C)=O)OC(C)=O.[Na+] (Sodium triacetoxyborohydride), C(C)(=O)O (acetic acid). The solvent is ClCCCl (1,2-dichloroethane), O1CCCC1 (tetrahydrofuran). Reaction conditions: time 20 hour. The product is [N+](=O)([O-])C=1N=C2O[C@H](CCN2C1)COC1=CC=C(C=C1)N1CCC(CC1)NC1=CC=C(C=C1)OC1=CC=C(C=C1)OC(F)(F)F (N-{1-[4-((R)-2-nitro-6,7-dihydro-5H-imidazo[2,1-b][1,3]oxazin-7-ylmethoxy)phenyl]piperidin-4-yl}-N-[4-(4-trifluoromethoxyphenoxy)phenyl]amine). Yield: 19.2%. Reaction SMILES: [N+:1]([C:4]1[N:5]=[C:6]2[N:11]([CH:12]=1)[CH2:10][CH2:9][C@H:8]([CH2:13][O:14][C:15]1[CH:20]=[CH:19][C:18]([N:21]3[CH2:26][CH2:25][C:24](=O)[CH2:23][CH2:22]3)=[CH:17][CH:16]=1)[O:7]2)([O-:3])=[O:2].[F:28][C:29]([F:46])([F:45])[O:30][C:31]1[CH:44]=[CH:43][C:34]([O:35][C:36]2[CH:41]=[CH:40][C:39]([NH2:42])=[CH:38][CH:37]=2)=[CH:33][CH:32]=1.C(O[BH-](OC(=O)C)OC(=O)C)(=O)C.[Na+].C(O)(=O)C>ClCCCl.O1CCCC1>[N+:1]([C:4]1[N:5]=[C:6]2[N:11]([CH:12]=1)[CH2:10][CH2:9][C@H:8]([CH2:13][O:14][C:15]1[CH:20]=[CH:19][C:18]([N:21]3[CH2:22][CH2:23][CH:24]([NH:42][C:39]4[CH:40]=[CH:41][C:36]([O:35][C:34]5[CH:43]=[CH:44][C:31]([O:30][C:29]([F:28])([F:45])[F:46])=[CH:32][CH:33]=5)=[CH:37][CH:38]=4)[CH2:25][CH2:26]3)=[CH:17][CH:16]=1)[O:7]2)([O-:3])=[O:2] |f:2.3|. Procedure: 1-[4-((R)-2-Nitro-6,7-dihydro-5H-imidazo[2,1-b][1,3]oxazin-7-ylmethoxy)phenyl]piperidin-4-one (700 mg) and 4-(4-trifluoromethoxyphenoxy)phenylamine (557 mg) were suspended in 1,2-dichloroethane (20 ml) and tetrahydrofuran (20 ml). Sodium triacetoxyborohydride (558 mg) and acetic acid (0.13 ml) were added to the suspension, and stirred at room temperature for 20 hours. The reaction mixture was concentrated under reduced pressure and the remaining water layer was ice-cooled. A 20% sodium carbonate... The product is O=[N+]([O-])c1ccc(F)cc1. Reaction SMILES: [Cl:1][c:2]1[cH:3][cH:4][c:5]([N+:8](=[O:9])[O-:10])[cH:6][cH:7]1.[F-:11].[K+:12].[S:13]1(=[O:18])(=[O:19])[CH2:14][CH2:15][CH2:16][CH2:17]1>>[c:2]1([F:11])[cH:3][cH:4][c:5]([N+:8](=[O:9])[O-:10])[cH:6][cH:7]1. The reactants are O=[N+]([O-])c1ccc(Cl)cc1, [F-], [K+], O=S1(=O)CCCC1. Reactants: FC1([C@@]2(N=C(OC1)N)CC(OC1=CC=C(C=C12)N)(C)C)F ((R)-5′,5′-difluoro-2,2-dimethyl-5′,6′-dihydrospiro[chroman-4,4′-[1,3]oxazine]-2′,6-diamine), C(#N)C=1C=CC(=NC1)C(=O)O (5-cyanopicolinic acid). Yields the product NC=1OCC([C@@]2(N1)CC(OC1=CC=C(C=C12)NC(C1=NC=C(C=C1)C#N)=O)(C)C)(F)F ((R)—N-(2′-Amino-5′,5′-difluoro-2,2-dimethyl-5′,6′-dihydrospiro[chroman-4,4′-[1,3]oxazine]-6-yl)-5-cyanopicolinamide). Yield: 78.0%. Reaction SMILES: [F:1][C:2]1([F:21])[CH2:7][O:6][C:5]([NH2:8])=[N:4][C@@:3]21[C:17]1[C:12](=[CH:13][CH:14]=[C:15]([NH2:18])[CH:16]=1)[O:11][C:10]([CH3:20])([CH3:19])[CH2:9]2.[C:22]([C:24]1[CH:25]=[CH:26][C:27]([C:30](O)=[O:31])=[N:28][CH:29]=1)#[N:23]>>[NH2:8][C:5]1[O:6][CH2:7][C:2]([F:1])([F:21])[C@@:3]2([C:17]3[C:12](=[CH:13][CH:14]=[C:15]([NH:18][C:30](=[O:31])[C:27]4[CH:26]=[CH:25][C:24]([C:22]#[N:23])=[CH:29][N:28]=4)[CH:16]=3)[O:11][C:10]([CH3:19])([CH3:20])[CH2:9]2)[N:4]=1. Procedure details: The condensation of (R)-5′,5′-difluoro-2,2-dimethyl-5′,6′-dihydrospiro[chroman-4,4′-[1,3]oxazine]-2′,6-diamine (intermediate B7.3) and 5-cyanopicolinic acid yielded the title compound (78% yield) as a yellow solid. MS (ISP): m/z=428.3 [M+H]+. Reactants: C[Si](C)(C)Br (Trimethylsilyl bromide), BrCC(=CCC1=C(C(=C2COC(C2=C1OCC[Si](C)(C)C)=O)C)CC)CC (6-(3-bromomethyl-pent-2-enyl)-5-ethyl-4-methyl-7-(2-trimethylsilanyl-ethoxy)-3H-isobenzofuran-1-one), COP(OC)OC (trimethylphosphite), C[Si](C)(C)Br (trimethysilyl bromide). The solvent is CC#N (MeCN). Conditions: time 2 hour. Product: C(C)C(CP(O)(O)=O)=CCC=1C(=C2C(OCC2=C(C1CC)C)=O)O ([2-Ethyl-4-(6-ethyl-4-hydroxy-7-methyl-3-oxo-1,3-dihydro-isobenzofuran-5-yl)-but-2-enyl]-phosphonic acid). The yield is 63.0%. RXN SMILES: Br[CH2:2][C:3]([CH2:26][CH3:27])=[CH:4][CH2:5][C:6]1[C:14]([O:15]CC[Si](C)(C)C)=[C:13]2[C:9]([CH2:10][O:11][C:12]2=[O:22])=[C:8]([CH3:23])[C:7]=1[CH2:24][CH3:25].C[Si](Br)(C)C.C[O:34][P:35]([O:38]C)[O:36]C>CC#N>[CH2:26]([C:3](=[CH:4][CH2:5][C:6]1[C:14]([OH:15])=[C:13]2[C:9](=[C:8]([CH3:23])[C:7]=1[CH2:24][CH3:25])[CH2:10][O:11][C:12]2=[O:22])[CH2:2][P:35](=[O:34])([OH:38])[OH:36])[CH3:27]. Procedure details: A solution of 6-(3-bromomethyl-pent-2-enyl)-5-ethyl-4-methyl-7-(2-trimethylsilanyl-ethoxy)-3H-isobenzofuran-1-one (32 mg, 0.070 mmol) in trimethylphosphite (0.8 mL) was heated at 110° C. After 2 hrs the reaction was complete. The reaction was cooled to room temperature and the excess trimethylphosphite was removed in vacuo. The crude material was used in the next step without further purification. The crude product of the Arbuzov reaction was dissolved in MeCN (0.8 mL). Trimethylsilyl bromide (1... RXN SMILES: [BH4-:26].[CH3:1][O:2][c:3]1[cH:4][c:5]2[c:18]([cH:19][cH:20]1)[CH:17]1[N:8]([CH2:7][CH2:6]2)[C:9](=[O:25])[CH:10]2[CH2:11][CH2:12][CH2:13][N:14]([S:21](=[O:22])(=[O:23])[CH3:24])[CH:15]2[CH2:16]1.[ClH:28].[Na+:27].[O:29]1[CH2:30][CH2:31][CH2:32][CH2:33]1>>[CH3:1][O:2][c:3]1[cH:4][c:5]2[c:18]([cH:19][cH:20]1)[CH:17]1[N:8]([CH2:7][CH2:6]2)[CH2:9][CH:10]2[CH2:11][CH2:12][CH2:13][N:14]([S:21](=[O:22])(=[O:23])[CH3:24])[CH:15]2[CH2:16]1.[ClH:28]. The reactants are [BH4-], COc1ccc2c(c1)CCN1C(=O)C3CCCN(S(C)(=O)=O)C3CC21, Cl, [Na+], C1CCOC1. The product is COc1ccc2c(c1)CCN1CC3CCCN(S(C)(=O)=O)C3CC21, Cl.